describe an organic reaction: reactants, conditions, products, and yield From a dataset of the Open Reaction Database (ORD), a public repository of structured organic reaction records. The reactants are O=C(O)c1cccc(C2=C(c3cc(Br)ccc3O)CCC2)c1, BrCc1ccccc1, CS(C)=O, [K+], [OH-]. Product: O=C(O)c1cccc(C2=C(c3cc(Br)ccc3OCc3ccccc3)CCC2)c1. RXN SMILES: [Br:1][c:2]1[cH:3][cH:4][c:5]([OH:22])[c:6]([C:8]2=[C:9]([c:13]3[cH:14][c:15]([C:16](=[O:17])[OH:18])[cH:19][cH:20][cH:21]3)[CH2:10][CH2:11][CH2:12]2)[cH:7]1.[Br:23][CH2:24][c:25]1[cH:26][cH:27][cH:28][cH:29][cH:30]1.[CH3:33][S:34](=[O:35])[CH3:36].[K+:32].[OH-:31]>>[Br:1][c:2]1[cH:3][cH:4][c:5]([O:22][CH2:24][c:25]2[cH:26][cH:27][cH:28][cH:29][cH:30]2)[c:6]([C:8]2=[C:9]([c:13]3[cH:14][c:15]([C:16](=[O:17])[OH:18])[cH:19][cH:20][cH:21]3)[CH2:10][CH2:11][CH2:12]2)[cH:7]1. Reactants: COC=1C=C(C=CC1N1C=NC(=C1)C)/C=C/C(=O)O ((E)-3-(3-methoxy-4-(4-methyl-1H-imidazol-1-yl)phenyl)acrylic acid), Cl.C1(=CC=CC=C1)C=1C=C(CN)C=CC1 (3-phenylbenzylamine hydrochloride), C(C)(C)N(CC)C(C)C (IPEA), C=1C=CC2=C(C1)N=NN2O (HOBT). Solvent: C(CCl)Cl (EDC), CN(C)C=O (DMF), C(C)(=O)OCC (ethyl acetate), O (water). Run at time 8 hour. Product: C1(=CC(=CC=C1)CNC(\C=C\C1=CC(=C(C=C1)N1C=NC(=C1)C)OC)=O)C1=CC=CC=C1 ((E)-N-biphenyl-3-ylmethyl-3-[3-methoxy-4-(4-methyl-1H-imidazol-1-yl)phenyl]acrylamide). Yield: 91.5%. RXN SMILES: [CH3:1][O:2][C:3]1[CH:4]=[C:5](/[CH:15]=[CH:16]/[C:17]([OH:19])=O)[CH:6]=[CH:7][C:8]=1[N:9]1[CH:13]=[C:12]([CH3:14])[N:11]=[CH:10]1.Cl.[C:21]1([C:27]2[CH:28]=[C:29]([CH:32]=[CH:33][CH:34]=2)[CH2:30][NH2:31])[CH:26]=[CH:25][CH:24]=[CH:23][CH:22]=1.C(N(C(C)C)CC)(C)C.C1C=CC2N(O)N=NC=2C=1>C(OCC)(=O)C.O.C(Cl)CCl.CN(C=O)C>[C:27]1([C:21]2[CH:26]=[CH:25][CH:24]=[CH:23][CH:22]=2)[CH:34]=[CH:33][CH:32]=[C:29]([CH2:30][NH:31][C:17](=[O:19])/[CH:16]=[CH:15]/[C:5]2[CH:6]=[CH:7][C:8]([N:9]3[CH:13]=[C:12]([CH3:14])[N:11]=[CH:10]3)=[C:3]([O:2][CH3:1])[CH:4]=2)[CH:28]=1 |f:1.2|. Procedure: To a DMF (30 mL) solution of (E)-3-(3-methoxy-4-(4-methyl-1H-imidazol-1-yl)phenyl)acrylic acid (2.20 g), 3-phenylbenzylamine hydrochloride (2.30 g), IPEA (4.57 mL), EDC (1.96 g) and HOBT (1.38 g) were added one by one, and the reaction solution was agitated at room temperature overnight. After confirming disappearance of the starting materials, water and ethyl acetate were added to the reaction solution, and the organic layer was partitioned. After the obtained organic layer was washed with a sa... Starting materials: CC1=C(C=NC=C1)C=1C=C2C(=NC1)N(N=C2C=O)C2OCCCC2 (5-(4-methylpyridin-3-yl)-1-(tetrahydro-2H-pyran-2-yl)-1H-pyrazolo[3,4-b]pyridine-3-carbaldehyde), NC=1C=NC=CC1N (3,4-diaminopyridine), [S] (sulfur). The solvent is CN(C)C=O (DMF). The product is N1=C(NC=2C=NC=CC21)C2=NN(C1=NC=C(C=C12)C=1C=NC=CC1C)C1OCCCC1 (3-(3H-imidazo[4,5-c]pyridin-2-yl)-5-(4-methylpyridin-3-yl)-1-(tetrahydro-2H-pyran-2-yl)-1H-pyrazolo[3,4-b]pyridine). RXN SMILES: [CH3:1][C:2]1[CH:7]=[CH:6][N:5]=[CH:4][C:3]=1[C:8]1[CH:9]=[C:10]2[C:16]([CH:17]=O)=[N:15][N:14]([CH:19]3[CH2:24][CH2:23][CH2:22][CH2:21][O:20]3)[C:11]2=[N:12][CH:13]=1.[NH2:25][C:26]1[CH:27]=[N:28][CH:29]=[CH:30][C:31]=1[NH2:32].[S]>CN(C=O)C>[N:32]1[C:31]2[CH:30]=[CH:29][N:28]=[CH:27][C:26]=2[NH:25][C:17]=1[C:16]1[C:10]2[C:11](=[N:12][CH:13]=[C:8]([C:3]3[CH:4]=[N:5][CH:6]=[CH:7][C:2]=3[CH3:1])[CH:9]=2)[N:14]([CH:19]2[CH2:24][CH2:23][CH2:22][CH2:21][O:20]2)[N:15]=1 |^3:32|. Procedure: A solution of 5-(4-methylpyridin-3-yl)-1-(tetrahydro-2H-pyran-2-yl)-1H-pyrazolo[3,4-b]pyridine-3-carbaldehyde (LVII) (0.120 g, 0.37 mmol), 3,4-diaminopyridine (LVIII) (42 mg, 0.39 mmol) and sulfur (13 mg, 0.39 mmol) in dry DMF (5 mL) was heated at 140° C. under nitrogen for 12 h. The solution was cooled to room temperature and the solvent was evaporated under reduced pressure. The residue was dissolved in DCM and washed with water (1×20 mL). The organic layer was dried over MgSO4, filtered and c... Starting materials: O=C(O)C1CN(C(=O)OCc2ccccc2)CCN1c1c([N+](=O)[O-])ccc(Cl)c1Cl, [Fe]. The product is O=C1Nc2ccc(Cl)c(Cl)c2N2CCN(C(=O)OCc3ccccc3)CC12. RXN SMILES: [C:1](=[O:2])([O:3][CH2:4][c:5]1[cH:6][cH:7][cH:8][cH:9][cH:10]1)[N:11]1[CH2:12][CH:13]([C:28](=[O:29])[OH:30])[N:14]([c:17]2[c:18]([N+:25]([O-:26])=[O:27])[cH:19][cH:20][c:21]([Cl:24])[c:22]2[Cl:23])[CH2:15][CH2:16]1.[Fe:31]>>[C:1](=[O:2])([O:3][CH2:4][c:5]1[cH:6][cH:7][cH:8][cH:9][cH:10]1)[N:11]1[CH2:12][CH:13]2[N:14]([CH2:15][CH2:16]1)[c:17]1[c:18]([cH:19][cH:20][c:21]([Cl:24])[c:22]1[Cl:23])[NH:25][C:28]2=[O:30].